This data is from the Open Reaction Database (ORD), a public repository of structured organic reaction records. The task is: describe an organic reaction: reactants, conditions, products, and yield Starting materials: C1(CCCCC1)N (cyclohexylamine), C(C1=CC=CC=C1)OC(=O)N[C@@H](C)C(=O)O (N-benzyloxycarbonyl-L-alanine), ClC(=O)OCC(C)C (isobutyl chloroformate), C(C)N1CCOCC1 (N-ethylmorpholine). The solvent is O1CCCC1 (tetrahydrofuran), CN(C=O)C (dimethylformamide), O1CCCC1 (tetrahydrofuran). Run at temperature -10 celsius, time 20 minute. Product: C1(CCCCC1)NC([C@@H](NC(=O)OCC1=CC=CC=C1)C)=O (N-benzyloxycarbonyl-L-alanine cyclohexylamide). Yield: 77.0%. As a reaction SMILES: [CH2:1]([O:8][C:9]([NH:11][C@H:12]([C:14]([OH:16])=O)[CH3:13])=[O:10])[C:2]1[CH:7]=[CH:6][CH:5]=[CH:4][CH:3]=1.C(N1CCOCC1)C.ClC(OCC(C)C)=O.[CH:33]1([NH2:39])[CH2:38][CH2:37][CH2:36][CH2:35][CH2:34]1>O1CCCC1.CN(C)C=O>[CH:33]1([NH:39][C:14](=[O:16])[C@H:12]([CH3:13])[NH:11][C:9]([O:8][CH2:1][C:2]2[CH:3]=[CH:4][CH:5]=[CH:6][CH:7]=2)=[O:10])[CH2:38][CH2:37][CH2:36][CH2:35][CH2:34]1. Procedure: 11.15 g (0.05 mol) of N-benzyloxycarbonyl-L-alanine were dissolved in 75 ml of dry tetrahydrofuran and the mixture was cooled to -10° C. 6.35 ml (0.05 mol) of N-ethylmorpholine were added followed by 6.5 ml of isobutyl chloroformate and the solution obtained was stirred at -10° C. for 20 minutes. A solution of 6.05 ml of cyclohexylamine in 75 ml of tetrahydrofuran was then added and the resulting solution was stirred at 0° C. After 30 minutes the mixture solidified and 30 ml of dimethylformamide... The reactants are BrC1=C(C=CC=C1)[C@@H](C)OC[C@@H]1OC1 ((2R)-2-[[(1R)-1-(2-bromophenyl)ethoxy]methyl]oxirane), P(=O)([O-])([O-])[O-].[K+].[K+].[K+] (tri-potassium phosphate), C(CCCC=C)(=O)OC (methyl 5-hexenoate), C12CCCC(CCC1)B2.O1CCCC1 (9-bora bicyclo[3.3.1]nonane tetrahydrofuran). Solvent: ClCCl (dichloromethane), O1CCCC1 (tetrahydrofuran), O (water). Run at time 8 hour. Product: O1[C@H](C1)CO[C@H](C)C1=C(C=CC=C1)CCCCCC(=O)OC (Methyl 6-[2-[(1R)-1-(((2R)-oxiranyl)methoxy)ethyl]phenyl]hexanoate). Isolated yield 49.2%. As a reaction SMILES: [C:1]([O:8][CH3:9])(=[O:7])[CH2:2][CH2:3][CH2:4][CH:5]=[CH2:6].C12BC(CCC1)CCC2.O1CCCC1.Br[C:25]1[CH:30]=[CH:29][CH:28]=[CH:27][C:26]=1[C@H:31]([O:33][CH2:34][C@H:35]1[CH2:37][O:36]1)[CH3:32].P([O-])([O-])([O-])=O.[K+].[K+].[K+]>O.ClCCl.O1CCCC1>[O:36]1[CH2:37][C@@H:35]1[CH2:34][O:33][C@@H:31]([C:26]1[CH:27]=[CH:28][CH:29]=[CH:30][C:25]=1[CH2:6][CH2:5][CH2:4][CH2:3][CH2:2][C:1]([O:8][CH3:9])=[O:7])[CH3:32] |f:1.2,4.5.6.7|. Reported procedure: To methyl 5-hexenoate (608 mg) was added 0.5 M 9-bora bicyclo[3.3.1]nonane-tetrahydrofuran solution (9.5 ml) under ice-cooling and the mixture was stirred overnight at room temperature. The reaction mixture was added dropwise to a suspension of tetrahydrofuran (10 ml), (2R)-2-[[(1R)-1-(2-bromophenyl)ethoxy]methyl]oxirane (1.06 g) obtained in Example 1, Step 1, tri-potassium phosphate (1.32 g), [bis(diphenylphosphino)ferrocene]dichloropalladium(II) complex with dichloromethane (170 mg) and the mi... The reactants are CCCN, CCOC(=O)C1=Cc2cc(Cl)c(F)cc2OC1C(F)(F)F, [K+], [K+], O=C([O-])[O-], CN(C)C=O. Product: CCCNc1cc2c(cc1Cl)C=C(C(=O)OCC)C(C(F)(F)F)O2. Reaction SMILES: [CH3:22][CH2:23][CH2:24][NH2:25].[Cl:1][c:2]1[cH:3][c:4]2[c:9]([cH:10][c:11]1[F:12])[O:8][CH:7]([C:13]([F:14])([F:15])[F:16])[C:6]([C:17](=[O:18])[O:19][CH2:20][CH3:21])=[CH:5]2.[K+:26].[K+:27].[O-:28][C:29]([O-:30])=[O:31].[O:32]=[CH:33][N:34]([CH3:35])[CH3:36]>>[Cl:1][c:2]1[cH:3][c:4]2[c:9]([cH:10][c:11]1[NH:25][CH2:24][CH2:23][CH3:22])[O:8][CH:7]([C:13]([F:14])([F:15])[F:16])[C:6]([C:17](=[O:18])[O:19][CH2:20][CH3:21])=[CH:5]2. The reactants are CC(C)(C)OC(=O)N1CCc2ncc([N+](=O)[O-])cc2C1, ClCCl, O=C(O)C(F)(F)F. Reaction SMILES: [C:1]([O:2][C:3](=[O:4])[N:8]1[CH2:9][c:10]2[cH:11][c:12]([N+:18](=[O:19])[O-:20])[cH:13][n:14][c:15]2[CH2:16][CH2:17]1)([CH3:5])([CH3:6])[CH3:7].[Cl:28][CH2:29][Cl:30].[F:21][C:22]([F:23])([F:24])[C:25]([OH:26])=[O:27]>>[NH:8]1[CH2:9][c:10]2[cH:11][c:12]([N+:18](=[O:19])[O-:20])[cH:13][n:14][c:15]2[CH2:16][CH2:17]1. The product is O=[N+]([O-])c1cnc2c(c1)CNCC2. As a reaction SMILES: [CH2:14]1[O:15][CH2:16][CH2:17][CH2:18]1.[CH3:12][OH:13].[Cl:1][c:2]1[c:3]([I:11])[cH:4][c:5]([C:6](=[O:7])[OH:8])[cH:9][cH:10]1>>[Cl:1][c:2]1[c:3]([I:11])[cH:4][c:5]([CH2:6][OH:7])[cH:9][cH:10]1. Starting materials: C1CCOC1, CO, O=C(O)c1ccc(Cl)c(I)c1. The product is OCc1ccc(Cl)c(I)c1.